This data is from the Open Reaction Database (ORD), a public repository of structured organic reaction records. The task is: describe an organic reaction: reactants, conditions, products, and yield Reactants: FC1=CC=C(C=C1)CC1=CN=C2C(=C(C(N(C2=C1)CCCS(=O)(=O)N1CCCC1)=O)C(=O)OCC)O (ethyl 7-[(4-fluorophenyl)methyl]-4-hydroxy-2-oxo-1-[3-(1-pyrrolidinylsulfonyl)propyl]-1,2-dihydro-1,5-naphthyridine-3-carboxylate), NCCCN1CCOCC1 (3-aminopropyl morpholine). The product is FC1=CC=C(C=C1)CC1=CN=C2C(=C(C(N(C2=C1)CCCS(=O)(=O)N1CCCC1)=O)C(=O)NCCCN1CCOCC1)O (7-[(4-fluorophenyl)methyl]-4-hydroxy-N-[3-(4-morpholinyl)propyl]-2-oxo-1-[3-(1-pyrrolidinylsulfonyl)propyl]-1,2-dihydro-1,5-naphthyridine-3-carboxamide). Reaction SMILES: [F:1][C:2]1[CH:7]=[CH:6][C:5]([CH2:8][C:9]2[CH:18]=[C:17]3[C:12]([C:13]([OH:36])=[C:14]([C:31](OCC)=[O:32])[C:15](=[O:30])[N:16]3[CH2:19][CH2:20][CH2:21][S:22]([N:25]3[CH2:29][CH2:28][CH2:27][CH2:26]3)(=[O:24])=[O:23])=[N:11][CH:10]=2)=[CH:4][CH:3]=1.[NH2:37][CH2:38][CH2:39][CH2:40][N:41]1[CH2:46][CH2:45][O:44][CH2:43][CH2:42]1>>[F:1][C:2]1[CH:7]=[CH:6][C:5]([CH2:8][C:9]2[CH:18]=[C:17]3[C:12]([C:13]([OH:36])=[C:14]([C:31]([NH:37][CH2:38][CH2:39][CH2:40][N:41]4[CH2:46][CH2:45][O:44][CH2:43][CH2:42]4)=[O:32])[C:15](=[O:30])[N:16]3[CH2:19][CH2:20][CH2:21][S:22]([N:25]3[CH2:29][CH2:28][CH2:27][CH2:26]3)(=[O:23])=[O:24])=[N:11][CH:10]=2)=[CH:4][CH:3]=1. Reported procedure: This compound was prepared from ethyl 7-[(4-fluorophenyl)methyl]-4-hydroxy-2-oxo-1-[3-(1-pyrrolidinylsulfonyl)propyl]-1,2-dihydro-1,5-naphthyridine-3-carboxylate and 3-aminopropyl morpholine employing methods similar to those described in Example 202 and was obtained as a white solid: 1H NMR (400 MHz, CDCl3) δ 10.22 (t, J=5.3 Hz, 1 H), 8.57 (s, 1 H), 7.76 (s, 1 H), 7.22 (dd, J=8.5, 5.5 Hz, 2 H), 7.02 (t, J=8.6 Hz, 2 H), 4.39 (t, J=8.0 Hz, 2 H), 4.13 (s, 2 H), 3.84-3.82 (m, 4 H), 3.53 (q, J=6.6 H...